This data is from the Open Reaction Database (ORD), a public repository of structured organic reaction records. The task is: describe an organic reaction: reactants, conditions, products, and yield Reaction SMILES: [NH2:1][C:2]1[CH:3]=[CH:4][C:5](Br)=[C:6]([C:8]([F:11])([F:10])[F:9])[CH:7]=1.[Cl:13][C:14]1[CH:15]=[C:16](B(O)O)[CH:17]=[CH:18][CH:19]=1.C([O-])([O-])=O.[Na+].[Na+]>C1C=CC([P]([Pd]([P](C2C=CC=CC=2)(C2C=CC=CC=2)C2C=CC=CC=2)([P](C2C=CC=CC=2)(C2C=CC=CC=2)C2C=CC=CC=2)[P](C2C=CC=CC=2)(C2C=CC=CC=2)C2C=CC=CC=2)(C2C=CC=CC=2)C2C=CC=CC=2)=CC=1.C1(C)C=CC=CC=1>[Cl:13][C:14]1[CH:19]=[C:18]([C:5]2[CH:4]=[CH:3][C:2]([NH2:1])=[CH:7][C:6]=2[C:8]([F:11])([F:10])[F:9])[CH:17]=[CH:16][CH:15]=1 |f:2.3.4,^1:32,34,53,72|. Procedure: A mixture of 5-amino-2-bromobenzotrifluoride (Dakwood Products, Inc.) (500 mg, 2.1 mMol), 3-chlorophenylboronic acid (970 mg, 6.2 mMol, 3 equiv) (Aldrich), Pd(PPh3)4 (70 mg, 0.018 mMol, 0.03 equiv), Na2CO3 (2 M solution in H2O, 5 mL, 10 mMol, 4.76 equiv), and toluene (14 mL) is stirred at reflux for 1 h. The reaction mixture is allowed to cool to rt and filtered through a pad of celite, washing the filter cake with CH2Cl2 and H2O. The layers are separated and the aqueous phase is extracted with ... Starting materials: NC=1C=CC(=C(C1)C(F)(F)F)Br (5-amino-2-bromobenzotrifluoride), ClC=1C=C(C=CC1)B(O)O (3-chlorophenylboronic acid), C(=O)([O-])[O-].[Na+].[Na+] (Na2CO3). Solvent: C1(=CC=CC=C1)C (toluene). The reagents and catalysts are C=1C=CC(=CC1)[P](C=2C=CC=CC2)(C=3C=CC=CC3)[Pd]([P](C=4C=CC=CC4)(C=5C=CC=CC5)C=6C=CC=CC6)([P](C=7C=CC=CC7)(C=8C=CC=CC8)C=9C=CC=CC9)[P](C=1C=CC=CC1)(C=1C=CC=CC1)C=1C=CC=CC1 (Pd(PPh3)4). Yields the product ClC=1C=C(C=CC1)C1=C(C=C(C=C1)N)C(F)(F)F (3′-Chloro-2-trifluoromethyl-biphenyl-4-amine). Reactants: O (water), C(CCCCCCCCCC)C=1NC2=CC=C(C=C2C1)C(=O)O (2-(n-undecyl)indole-5-carboxylic acid), Cl (hydrogen chloride), C(C)O (ethanol), C(C)O (ethanol). The product is C(CCCCCCCCCC)C=1NC2=CC=C(C=C2C1)C(=O)OCC (ethyl 2-(undecyl)indole-5-carboxylate). As a reaction SMILES: [CH2:1]([C:12]1[NH:13][C:14]2[C:19]([CH:20]=1)=[CH:18][C:17]([C:21]([OH:23])=[O:22])=[CH:16][CH:15]=2)[CH2:2][CH2:3][CH2:4][CH2:5][CH2:6][CH2:7][CH2:8][CH2:9][CH2:10][CH3:11].Cl.O.[CH2:26](O)[CH3:27]>>[CH2:1]([C:12]1[NH:13][C:14]2[C:19]([CH:20]=1)=[CH:18][C:17]([C:21]([O:23][CH2:26][CH3:27])=[O:22])=[CH:16][CH:15]=2)[CH2:2][CH2:3][CH2:4][CH2:5][CH2:6][CH2:7][CH2:8][CH2:9][CH2:10][CH3:11]. Procedure details: A solution of 2-(n-undecyl)indole-5-carboxylic acid (15.0 g) in ethanol (50 ml) containing a solution of hydrogen chloride gas in ethanol (100 ml of strength 34% w/v) was refluxed for 3 hours. The solution was poured onto a mixture of crushed ice and water and the precipitated solid was collected. Recrystallisation from ethanol (100 ml) with charcoal treatment gave ethyl 2-(undecyl)indole-5-carboxylate (7.5 g), in the form of white crystals, m.p. 76°-77° C. Reactants: Cc1c[nH]cn1, COc1cc(N2CCN(C(=O)Cn3nc(I)c(Cl)c3C)CC2)ccc1Cl. The product is COc1cc(N2CCN(C(=O)Cn3nc(-n4cnc(C)c4)c(Cl)c3C)CC2)ccc1Cl. As a reaction SMILES: [CH3:27][c:28]1[n:29][cH:30][nH:31][cH:32]1.[I:1][c:2]1[n:3][n:4]([CH2:9][C:10](=[O:11])[N:12]2[CH2:13][CH2:14][N:15]([c:18]3[cH:19][c:20]([O:25][CH3:26])[c:21]([Cl:24])[cH:22][cH:23]3)[CH2:16][CH2:17]2)[c:5]([CH3:8])[c:6]1[Cl:7]>>[c:2]1(-[n:31]2[cH:30][n:29][c:28]([CH3:27])[cH:32]2)[n:3][n:4]([CH2:9][C:10](=[O:11])[N:12]2[CH2:13][CH2:14][N:15]([c:18]3[cH:19][c:20]([O:25][CH3:26])[c:21]([Cl:24])[cH:22][cH:23]3)[CH2:16][CH2:17]2)[c:5]([CH3:8])[c:6]1[Cl:7]. Reactants: C=CCOC(=O)NC1(c2ccc(C(OC)=C3C(=O)Oc4ccccc43)cc2)CC1, CN1CCCN(C)C1=O, CCOC(C)=O, Cn1cnc(-c2ccc(N)cc2)c1. Product: C=CCOC(=O)NC1(c2ccc(C(Nc3ccc(-c4cn(C)cn4)cc3)=C3C(=O)Oc4ccccc43)cc2)CC1. Reaction SMILES: [CH3:1][O:2][C:3]([c:4]1[cH:5][cH:6][c:7]([C:10]2([NH:13][C:14]([O:15][CH2:16][CH:17]=[CH2:18])=[O:19])[CH2:11][CH2:12]2)[cH:8][cH:9]1)=[C:20]1[C:21](=[O:29])[O:22][c:23]2[c:24]1[cH:25][cH:26][cH:27][cH:28]2.[CH3:43][N:44]1[CH2:45][CH2:46][CH2:47][N:48]([CH3:49])[C:50]1=[O:51].[CH3:52][CH2:53][O:54][C:55](=[O:56])[CH3:57].[NH2:30][c:31]1[cH:32][cH:33][c:34](-[c:37]2[n:38][cH:39][n:40]([CH3:42])[cH:41]2)[cH:35][cH:36]1>>[C:3]([c:4]1[cH:5][cH:6][c:7]([C:10]2([NH:13][C:14]([O:15][CH2:16][CH:17]=[CH2:18])=[O:19])[CH2:11][CH2:12]2)[cH:8][cH:9]1)(=[C:20]1[C:21](=[O:29])[O:22][c:23]2[c:24]1[cH:25][cH:26][cH:27][cH:28]2)[NH:30][c:31]1[cH:32][cH:33][c:34](-[c:37]2[n:38][cH:39][n:40]([CH3:42])[cH:41]2)[cH:35][cH:36]1. Reaction SMILES: [CH2:21]([c:22]1[cH:23][cH:24][cH:25][cH:26][cH:27]1)[CH:28]1[CH2:29][CH2:30][NH:31][CH2:32][CH2:33]1.[CH3:34][N:35]([CH3:36])[P:37](=[O:38])([N:39]([CH3:40])[CH3:41])[N:42]([CH3:43])[CH3:44].[F:1][c:2]1[c:3]([Br:20])[c:4]2[c:13]3[n:8]([cH:9][c:10]([C:16](=[O:17])[OH:18])[c:11](=[O:15])[c:12]3[cH:14]1)[CH:7]([CH3:19])[CH2:6][CH2:5]2>>[F:1][c:2]1[c:3]([N:31]2[CH2:30][CH2:29][CH:28]([CH2:21][c:22]3[cH:23][cH:24][cH:25][cH:26][cH:27]3)[CH2:33][CH2:32]2)[c:4]2[c:13]3[n:8]([cH:9][c:10]([C:16](=[O:17])[OH:18])[c:11](=[O:15])[c:12]3[cH:14]1)[CH:7]([CH3:19])[CH2:6][CH2:5]2. Starting materials: c1ccc(CC2CCNCC2)cc1, CN(C)P(=O)(N(C)C)N(C)C, CC1CCc2c(Br)c(F)cc3c(=O)c(C(=O)O)cn1c23. Product: CC1CCc2c(N3CCC(Cc4ccccc4)CC3)c(F)cc3c(=O)c(C(=O)O)cn1c23.